From a dataset of the Open Reaction Database (ORD), a public repository of structured organic reaction records. describe an organic reaction: reactants, conditions, products, and yield The reactants are COc1c(C(=O)N2CCSC2)cc(C(=O)N2CS(=O)(=O)c3ccccc32)cc1C(F)(F)F, CN(C)C=O, [Cl-], Cl, [Li+]. Yields the product O=C(c1cc(C(=O)N2CS(=O)(=O)c3ccccc32)cc(C(F)(F)F)c1O)N1CCSC1. As a reaction SMILES: [CH3:1][O:2][c:3]1[c:4]([C:26](=[O:27])[N:28]2[CH2:29][S:30][CH2:31][CH2:32]2)[cH:5][c:6]([C:7](=[O:8])[N:9]2[CH2:10][S:11](=[O:18])(=[O:19])[c:12]3[c:13]2[cH:14][cH:15][cH:16][cH:17]3)[cH:20][c:21]1[C:22]([F:23])([F:24])[F:25].[CH3:36][N:37]([CH3:38])[CH:39]=[O:40].[Cl-:34].[ClH:35].[Li+:33]>>[OH:2][c:3]1[c:4]([C:26](=[O:27])[N:28]2[CH2:29][S:30][CH2:31][CH2:32]2)[cH:5][c:6]([C:7](=[O:8])[N:9]2[CH2:10][S:11](=[O:18])(=[O:19])[c:12]3[c:13]2[cH:14][cH:15][cH:16][cH:17]3)[cH:20][c:21]1[C:22]([F:23])([F:24])[F:25].